The task is: describe an organic reaction: reactants, conditions, products, and yield. This data is from the Open Reaction Database (ORD), a public repository of structured organic reaction records. The reactants are C1CCOC1, CCCC=C[Mg+], [Cl-], N#Cc1c(F)cc(CCCCC2CCC(C3CC[SiH](Cl)CC3)CC2)cc1F, C1CC[SiH2]CC1. The product is CCCCC[SiH]1CCC(C2CCC(CCCCc3cc(F)c(C#N)c(F)c3)CC2)CC1. As a reaction SMILES: [CH2:41]1[O:42][CH2:43][CH2:44][CH2:45]1.[CH:2](=[CH:3][CH2:4][CH2:5][CH3:6])[Mg+:7].[Cl-:1].[Cl:8][SiH:9]1[CH2:10][CH2:11][CH:12]([CH:15]2[CH2:16][CH2:17][CH:18]([CH2:21][CH2:22][CH2:23][CH2:24][c:25]3[cH:26][c:27]([F:34])[c:28]([C:32]#[N:33])[c:29]([F:31])[cH:30]3)[CH2:19][CH2:20]2)[CH2:13][CH2:14]1.[SiH2:35]1[CH2:36][CH2:37][CH2:38][CH2:39][CH2:40]1>>[CH2:2]([CH2:3][CH2:4][CH2:5][CH3:6])[SiH:9]1[CH2:10][CH2:11][CH:12]([CH:15]2[CH2:16][CH2:17][CH:18]([CH2:21][CH2:22][CH2:23][CH2:24][c:25]3[cH:26][c:27]([F:34])[c:28]([C:32]#[N:33])[c:29]([F:31])[cH:30]3)[CH2:19][CH2:20]2)[CH2:13][CH2:14]1.